Dataset: the Open Reaction Database (ORD), a public repository of structured organic reaction records. Task: describe an organic reaction: reactants, conditions, products, and yield The reactants are C(C)(C)(C)OC(=O)N1CCC(CC1)CCO (1-t-butyloxycarbonyl-4-hydroxyethylpiperidine), [H-].[Na+] (Sodium hydride), C1=CC=C(C=C1)C#CCCl (3-Phenylpropargyl chloride). Solvent: CN(C)C=O (DMF), hexanes, CN(C=O)C (N,N-dimethylformamide). Reaction conditions: temperature 0 celsius. Yields the product C(C)(C)(C)OC(=O)N1CCC(CC1)CCOCC#CC1=CC=CC=C1 (1-t-butyloxycarbonyl-4-[(3-phenyl-2-propynyloxy)ethyl]piperidine), dark oil. The yield is 16.0%. Reaction SMILES: [H-].[Na+].[C:3]([O:7][C:8]([N:10]1[CH2:15][CH2:14][CH:13]([CH2:16][CH2:17][OH:18])[CH2:12][CH2:11]1)=[O:9])([CH3:6])([CH3:5])[CH3:4].[CH:19]1[CH:24]=[CH:23][C:22]([C:25]#[C:26][CH2:27]Cl)=[CH:21][CH:20]=1>CN(C)C=O>[C:3]([O:7][C:8]([N:10]1[CH2:15][CH2:14][CH:13]([CH2:16][CH2:17][O:18][CH2:27][C:26]#[C:25][C:22]2[CH:23]=[CH:24][CH:19]=[CH:20][CH:21]=2)[CH2:12][CH2:11]1)=[O:9])([CH3:6])([CH3:5])[CH3:4] |f:0.1|. Procedure details: Sodium hydride (0.912 g, 23 mmol, 60% oil disp.) which had been rinsed with hexanes (3×10 mL), and dry N,N-dimethylformamide (50 mL) were cooled to 0° C. with stirring under a nitrogen atmosphere. A solution of 1-t-butyloxycarbonyl-4-hydroxyethylpiperidine (4.3 g, 19 mmol) in dry DMF (15 mL) was added, and the mixture stirred for 1 hour. 3-Phenylpropargyl chloride (2.8 g, 19 mmol) was added, and the mixture was heated to reflux for 24 hours. After cooling, the solvent was removed by distillation... The reactants are BrB(Br)Br, COc1ccc(F)cc1C(C)(C)CC(N)(Cc1cc(C)cc(C)c1)C(F)(F)F, CO, ClCCl. The product is Cc1cc(C)cc(CC(N)(CC(C)(C)c2cc(F)ccc2O)C(F)(F)F)c1. As a reaction SMILES: [B:29]([Br:30])([Br:31])[Br:32].[CH3:1][c:2]1[cH:3][c:4]([CH2:5][C:6]([CH2:7][C:8]([CH3:9])([CH3:10])[c:11]2[c:12]([O:18][CH3:19])[cH:13][cH:14][c:15]([F:17])[cH:16]2)([C:20]([F:21])([F:22])[F:23])[NH2:24])[cH:25][c:26]([CH3:28])[cH:27]1.[CH3:33][OH:34].[Cl:35][CH2:36][Cl:37]>>[CH3:1][c:2]1[cH:3][c:4]([CH2:5][C:6]([CH2:7][C:8]([CH3:9])([CH3:10])[c:11]2[c:12]([OH:18])[cH:13][cH:14][c:15]([F:17])[cH:16]2)([C:20]([F:21])([F:22])[F:23])[NH2:24])[cH:25][c:26]([CH3:28])[cH:27]1. Reactants: BrBr (bromine), C(C)N(C1=CC=CC=C1)CC (N,N-diethylaniline), ice water. The solvent is C(C)(=O)O (acetic acid). Yields the product C(C)N(CC)C1=CC=C(C=C1)Br (4-(N,N-diethylamino)-bromobenzene). The yield is 95.1%. As a reaction SMILES: [Br:1]Br.[CH2:3]([N:5]([CH2:12][CH3:13])[C:6]1[CH:11]=[CH:10][CH:9]=[CH:8][CH:7]=1)[CH3:4]>C(O)(=O)C>[CH2:12]([N:5]([C:6]1[CH:11]=[CH:10][C:9]([Br:1])=[CH:8][CH:7]=1)[CH2:3][CH3:4])[CH3:13]. Procedure details: 93 g of bromine were added dropwise to a solution of 86 g of N,N-diethylaniline in 400 ml of acetic acid and the mixture was poured into an ice-water mixture. The mixture was extracted with methylene chloride and the organic phase was washed with aqueous sodium bicarbonate solution, dried and evaporated to dryness to obtain 125 g of 4-(N,N-diethylamino)-bromobenzene boiling at 97° C. at 0.6 mm Hg. Starting materials: C(C)(C)(C)ONC(=O)[C@]1(CN(CC[C@H]1NS(=O)(=O)C1=CC=C(C=C1)OCC1=CC(=NC2=CC=CC=C12)C)S(=O)(=O)C(C)C)C ((3S,4R)-N-tert-butoxy-1-(isopropylsulfonyl)-3-methyl-4-[({4-[(2-methylquinolin-4-yl)methoxy]phenyl}sulfonyl)amino]piperidine-3-carboxamide), FC(C(=O)O)(F)F (trifluoroacetic acid). Run at temperature 45 celsius, time 8 hour. Yields the product ONC(=O)[C@]1(CN(CC[C@H]1NS(=O)(=O)C1=CC=C(C=C1)OCC1=CC(=NC2=CC=CC=C12)C)S(=O)(=O)C(C)C)C ((3S,4R)-N-hydroxy-1-(isopropylsulfonyl)-3-methyl-4-[({4-[(2-methylquinolin-4-yl)methoxy]phenyl}sulfonyl)amino]piperidine-3-carboxamide). The yield is 90.6%. As a reaction SMILES: C([O:5][NH:6][C:7]([C@:9]1([CH3:44])[C@H:14]([NH:15][S:16]([C:19]2[CH:24]=[CH:23][C:22]([O:25][CH2:26][C:27]3[C:36]4[C:31](=[CH:32][CH:33]=[CH:34][CH:35]=4)[N:30]=[C:29]([CH3:37])[CH:28]=3)=[CH:21][CH:20]=2)(=[O:18])=[O:17])[CH2:13][CH2:12][N:11]([S:38]([CH:41]([CH3:43])[CH3:42])(=[O:40])=[O:39])[CH2:10]1)=[O:8])(C)(C)C.FC(F)(F)C(O)=O>>[OH:5][NH:6][C:7]([C@:9]1([CH3:44])[C@H:14]([NH:15][S:16]([C:19]2[CH:24]=[CH:23][C:22]([O:25][CH2:26][C:27]3[C:36]4[C:31](=[CH:32][CH:33]=[CH:34][CH:35]=4)[N:30]=[C:29]([CH3:37])[CH:28]=3)=[CH:21][CH:20]=2)(=[O:17])=[O:18])[CH2:13][CH2:12][N:11]([S:38]([CH:41]([CH3:42])[CH3:43])(=[O:40])=[O:39])[CH2:10]1)=[O:8]. Reported procedure: To 0.11 g of (3S,4R)-N-tert-butoxy-1-(isopropylsulfonyl)-3-methyl-4-[({4-[(2-methylquinolin-4-yl)methoxy]phenyl}sulfonyl)amino]piperidine-3-carboxamide was added 3 mL of trifluoroacetic acid and the resulting mixture was stirred at 45° C. for 8 h. The reaction mixture was then concentrated and the residue was purified by silica chromatography (silica prewashed with MeOH) eluting with a gradient of 5-20% MeOH/CH2Cl2 to afford (3S,4R)-N-hydroxy-1-(isopropylsulfonyl)-3-methyl-4-[({4-[(2-methylquino... The reagents and catalysts are CC(C)[O-].CC(C)[O-].CC(C)[O-].CC(C)[O-].[Ti+4] (tetraisopropyl orthotitanate). Reaction SMILES: [C:1]([O:5][C:6]([N:8]1[CH2:12][C:11](=O)[C@@H:10]([NH:14][C:15]([C:17]2[S:18][C:19]([Cl:22])=[CH:20][CH:21]=2)=[O:16])[CH2:9]1)=[O:7])([CH3:4])([CH3:3])[CH3:2].[Cl-].[NH4+].CC[N:27](C(C)C)C(C)C.[BH4-].[Na+]>CCO.CCOC(C)=O.CC([O-])C.CC([O-])C.CC([O-])C.CC([O-])C.[Ti+4]>[C:1]([O:5][C:6]([N:8]1[CH2:9][CH:10]([NH:14][C:15]([C:17]2[S:18][C:19]([Cl:22])=[CH:20][CH:21]=2)=[O:16])[C@@H:11]([NH2:27])[CH2:12]1)=[O:7])([CH3:4])([CH3:3])[CH3:2] |f:1.2,4.5,8.9.10.11.12|. Reactants: C(C)(C)(C)OC(=O)N1C[C@@H](C(C1)=O)NC(=O)C=1SC(=CC1)Cl ((S)-3-[(5-chloro-thiophene-2-carbonyl)-amino]-4-oxo-pyrrolidine-1-carboxylic acid tert-butyl ester), [Cl-].[NH4+] (ammonium chloride), CCN(C(C)C)C(C)C (Hünig's base), [BH4-].[Na+] (NaBH4). Procedure: 35.2 A solution of 500 mg (S)-3-[(5-chloro-thiophene-2-carbonyl)-amino]-4-oxo-pyrrolidine-1-carboxylic acid tert-butyl ester in 20 ml EtOH was treated with 155 mg ammonium chloride, 0.49 ml Hünig's base and 0.86 ml tetraisopropyl orthotitanate. The reaction mixture was stirred for 5 hrs at 40° C. Then it was cooled to 0° C., treated with 110 mg NaBH4 and stirred at r.t. overnight. The mixture was diluted with EtOAc and washed with H2O. The organic layer was dried over MgSO4, filtered and concent... Product: C(C)(C)(C)OC(=O)N1C[C@@H](C(C1)NC(=O)C=1SC(=CC1)Cl)N ((S)-3-amino-4-[(5-chloro-thiophene-2-carbonyl)-amino]-pyrrolidine-1-carboxylic acid tert-butyl ester). Run at temperature 40 celsius, time 5 hour. Solvent: CCO (EtOH), CCOC(=O)C (EtOAc). Reactants: CN(C1CN2N(C1)C(C(=C2C2=NC(=NC=C2)SC)C2=CC=C(C=C2)F)=O)C (6-dimethylamino-2-(4-fluorophenyl)-3-(2-methylsulfanyl-pyrimidin-4-yl)-6,7-dihydro-5H-pyrazolo[1,2-a]pyrazol-1-one), CO (methanol), OOS(=O)[O-].[K+] (Oxone), S(=O)(=O)(O[O-])[O-].[K+].[K+] (potassium peroxymonosulfate). The solvent is C1CCOC1 (THF), O (water), C(=O)(O)[O-].[Na+] (NaHCO3). Reaction conditions: time 1 hour. Product: CN(C1CN2N(C1)C(C(=C2C2=NC(=NC=C2)S(=O)(=O)C)C2=CC=C(C=C2)F)=O)C (6-dimethylamino-2-(4-fluorophenyl)-3-(2-methanesulfonyl-pyrimidin-4-yl)-6,7-dihydro-5H-pyrazolo[1,2-a]pyrazol-1-one). Reaction SMILES: [CH3:1][N:2]([CH3:27])[CH:3]1[CH2:7][N:6]2[C:8](=[O:26])[C:9]([C:19]3[CH:24]=[CH:23][C:22]([F:25])=[CH:21][CH:20]=3)=[C:10]([C:11]3[CH:16]=[CH:15][N:14]=[C:13](SC)[N:12]=3)[N:5]2[CH2:4]1.[CH3:28]O.O[O:31][S:32]([O-:34])=O.[K+].S([O-])(O[O-])(=O)=O.[K+].[K+]>C1COCC1.O.C([O-])(O)=O.[Na+]>[CH3:27][N:2]([CH3:1])[CH:3]1[CH2:7][N:6]2[C:8](=[O:26])[C:9]([C:19]3[CH:24]=[CH:23][C:22]([F:25])=[CH:21][CH:20]=3)=[C:10]([C:11]3[CH:16]=[CH:15][N:14]=[C:13]([S:32]([CH3:28])(=[O:34])=[O:31])[N:12]=3)[N:5]2[CH2:4]1 |f:2.3,4.5.6,9.10|. Reported procedure: To a solution of 6-dimethylamino-2-(4-fluorophenyl)-3-(2-methylsulfanyl-pyrimidin-4-yl)-6,7-dihydro-5H-pyrazolo[1,2-a]pyrazol-1-one, 24, (3.9 g, 10 mmol) in THF:methanol (150 mL of a 1:1 mixture) is added dropwise a solution of Oxone® (potassium peroxymonosulfate) (24.3 g, 39.5 mmol) in water (100 mL). The reaction is stirred 1 hour at room temperature, diluted with aqueous NaHCO3 and extract three times with ethyl acetate. The organic layers are combined, dried, and concentrated in vacuo to aff... Starting materials: FC(C(=O)OC(C(F)(F)F)=O)(F)F (Trifluoroacetic anhydride), FC1=C(C(=C(C=C1F)F)F)O (2,3,5,6tetrafluorophenol), B(F)(F)F.CCOCC (Boron trifluoride etherate). The product is FC(C(=O)OC1=C(C(=CC(=C1F)F)F)F)(F)F (2,3,5,6-Tetrafluorophenyl trifluoroacetate). Isolated yield 61.4%. Reaction SMILES: F[C:2]([F:13])(F)[C:3]([O:5][C:6](=[O:11])[C:7]([F:10])([F:9])[F:8])=O.[F:14][C:15]1[C:20]([F:21])=CC(F)=[C:17]([F:23])[C:16]=1O.B(F)(F)F.CCOCC>>[F:10][C:7]([F:8])([F:9])[C:6]([O:5][C:3]1[C:2]([F:13])=[C:17]([F:23])[CH:16]=[C:15]([F:14])[C:20]=1[F:21])=[O:11] |f:2.3|. Reported procedure: Trifluoroacetic anhydride (28 mL, 0.2 mol) was added dropwise with stirring to 27.1 g (0,163 mol) of 2,3,5,6tetrafluorophenol. Boron trifluoride etherate (0.2 mL) was added and the mixture was refluxed overnight. The residual solution was distilled at atmospheric pressure to remove trifluoroacetic anhydride and trifluoroacetic acid. The desired product 18 (32.2 g; 75% yield) was collected at 45° C. (18mm) as a colorless liquid: The reactants are C(C)(=O)O (acetic acid), C=O (formaldehyde), [BH3-]C#N.[Na+] (NaBH3CN), NC1=CC=C(C(=O)OC2CCN(CC2)CC2=CC=CC=C2)C=C1 (1-benzyl-piperidin-4-yl 4-amino-benzoate). Solvent: C(C)#N (acetonitrile), CCOCC (ether). Conditions: time 1 hour. Product: CN(C1=CC=C(C(=O)OC2CCN(CC2)CC2=CC=CC=C2)C=C1)C (1-benzyl-piperidin-4-yl 4-dimethylamino-benzoate). The yield is 70.0%. As a reaction SMILES: N[C:2]1[CH:23]=[CH:22][C:5]([C:6]([O:8][CH:9]2[CH2:14][CH2:13][N:12]([CH2:15][C:16]3[CH:21]=[CH:20][CH:19]=[CH:18][CH:17]=3)[CH2:11][CH2:10]2)=[O:7])=[CH:4][CH:3]=1.C=O.[BH3-][C:27]#[N:28].[Na+].[C:30](O)(=O)C>C(#N)C.CCOCC>[CH3:30][N:28]([CH3:27])[C:2]1[CH:23]=[CH:22][C:5]([C:6]([O:8][CH:9]2[CH2:14][CH2:13][N:12]([CH2:15][C:16]3[CH:21]=[CH:20][CH:19]=[CH:18][CH:17]=3)[CH2:11][CH2:10]2)=[O:7])=[CH:4][CH:3]=1 |f:2.3|. Procedure details: 0.1025 g (0.00033 mol) of 1-benzyl-piperidin-4-yl 4-amino-benzoate was dissolved in 5 ml of acetonitrile and treated with 0.4 ml (0.0053 mol) of formaldehyde (37%) and 0.113 g (0.001534 mol) of NaBH3CN. The pH was adjusted to 6 with glacial acetic acid and the reaction mixture was stirred at 50° for 1 hr. Subsequently, the mixture was diluted with 25 ml of ether, washed with saturated bicarbonate solution and saturated sodium chloride solution and the org. phase was dried over magnesium sulfate....